This data is from the Open Reaction Database (ORD), a public repository of structured organic reaction records. The task is: describe an organic reaction: reactants, conditions, products, and yield The reactants are C(CCC)C1(C(C(C2N([C@@H](CC3=C(C(=C(C(=C23)OC)OC)OC)OC)C(C)(C)C)C1)CO[SiH3])=O)O ((6S)-3-Butyl-3-hydroxy-6-tert-butyldimethoxy-siloxymethyl-9,10-dimethoxy-1,3,4,6,7,11b-hexahydro-pyrido[2,1-a]isoquinolin-2-one), [F-].C(CCC)[N+](CCCC)(CCCC)CCCC (tetrabutylammonium fluoride), O (water). The solvent is C1CCOC1 (THF). Conditions: time 2 hour. Yields the product C(CCC)C1C(CC2N([C@@H](CC3=CC(=C(C=C23)OC)OC)CO)C1)=O ((6S)-3-Butyl-6-hydroxymethyl-9,10-dimethoxy-1,3,4,6,7,11b-hexahydro-pyrido[2,1-a]isoquinolin-2-one). Reaction SMILES: [CH2:1]([C:5]1(O)[CH2:30][N:9]2[C@H:10]([C:26](C)(C)C)[CH2:11][C:12]3[C:17]([CH:8]2[CH:7](CO[SiH3])[C:6]1=[O:34])=[C:16](OC)[C:15]([O:20][CH3:21])=[C:14]([O:22][CH3:23])[C:13]=3OC)[CH2:2][CH2:3][CH3:4].[F-].C([N+](CCCC)(CCCC)CCCC)CCC.[OH2:54]>C1COCC1>[CH2:1]([CH:5]1[CH2:30][N:9]2[C@H:10]([CH2:26][OH:54])[CH2:11][C:12]3[C:17]([CH:8]2[CH2:7][C:6]1=[O:34])=[CH:16][C:15]([O:20][CH3:21])=[C:14]([O:22][CH3:23])[CH:13]=3)[CH2:2][CH2:3][CH3:4] |f:1.2|. Reported procedure: To a solution of 0.40 g of (6S)-3-Butyl-3-hydroxy-6-tert-butyldimethoxy-siloxymethyl-9,10-dimethoxy-1,3,4,6,7,11b-hexahydro-pyrido[2,1-a]isoquinolin-2-one in 13 ml of THF at 0° C. was slowly added a solution of 1.78 ml of tetrabutylammonium fluoride (1M in THF). The reaction mixture was stirred for 2 hours keeping the temperature between 0-5° C. The reaction mixture was poured into ice cooled water (49 ml) and then extracted two times with 30 ml of ethyl acetate. The organic extracts were dried ... Starting materials: BrB(Br)Br, O=C([O-])[O-], COc1ccc2ccc(C#N)cc2c1, ClCCl, [Na+], [Na+], O. The product is N#Cc1ccc2ccc(O)cc2c1. RXN SMILES: [B:1]([Br:2])([Br:3])[Br:4].[C:20](=[O:21])([O-:22])[O-:23].[CH3:5][O:6][c:7]1[cH:8][cH:9][c:10]2[cH:11][cH:12][c:13]([C:17]#[N:18])[cH:14][c:15]2[cH:16]1.[Cl:26][CH2:27][Cl:28].[Na+:24].[Na+:25].[OH2:19]>>[OH:6][c:7]1[cH:8][cH:9][c:10]2[cH:11][cH:12][c:13]([C:17]#[N:18])[cH:14][c:15]2[cH:16]1. Starting materials: BrC1=C(C(=CC(=C1)C)Br)Cl (1,3-dibromo-2-chloro-5-methylbenzene), C1CC(=O)N(C1=O)Br (NBS), CC(C)(C#N)N=NC(C)(C)C#N (AIBN). Conditions: time 30 minute. Yields the product BrC1=C(C(=CC(=C1)CBr)Br)Cl (1,3-dibromo-5-(bromomethyl)-2-chlorobenzene). The yield is 57.9%. As a reaction SMILES: [Br:1][C:2]1[CH:7]=[C:6]([CH3:8])[CH:5]=[C:4]([Br:9])[C:3]=1[Cl:10].C1C(=O)N([Br:18])C(=O)C1.CC(N=NC(C#N)(C)C)(C#N)C>>[Br:1][C:2]1[CH:7]=[C:6]([CH2:8][Br:18])[CH:5]=[C:4]([Br:9])[C:3]=1[Cl:10]. Procedure details: To 1,3-dibromo-2-chloro-5-methylbenzene (1000 mg, 3.52 mmol) was added NBS (688 mg, 3.87 mmol) and AIBN (57.7 mg, 0.352 mmol). The mixture was stirred at room temperature for 30 minutes and then heated to 80° C. overnight. The solution was evaporated and the residue was purified by silica gel chromatography (0-5% EtOAc/heaxnes) to provide the title compound (740 mg) as a clear oil. Reactants: N1C=CC=C1 (pyrrole), C1(=CC=CC=C1)S(=O)(=O)Cl (benzenesulfonylchloride), ice water, [H-].[Na+] (sodium hydride). Solvent: CN(C)C=O (DMF), CN(C)C=O (DMF), CN(C)C=O (DMF). Run at time 30 minute. Yields the product C1(=CC=CC=C1)S(=O)(=O)N1C=CC=C1 (1-benzenesulfonylpyrrole). The yield is 736.9%. As a reaction SMILES: [H-].[Na+].[NH:3]1[CH:7]=[CH:6][CH:5]=[CH:4]1.[C:8]1([S:14](Cl)(=[O:16])=[O:15])[CH:13]=[CH:12][CH:11]=[CH:10][CH:9]=1>CN(C=O)C>[C:8]1([S:14]([N:3]2[CH:7]=[CH:6][CH:5]=[CH:4]2)(=[O:16])=[O:15])[CH:13]=[CH:12][CH:11]=[CH:10][CH:9]=1 |f:0.1|. Procedure: To a suspension of sodium hydride (60% in mineral oil, 2.4 g, 60 mmol) in DMF (100 ml) was added dropwise at an ice bath temperature a solution of pyrrole (3.35 g, 50 mmol) in DMF (5 ml). The mixture was stirred for 30 minutes at room temperature and cooled again. To the mixture was added dropwise a soluton of benzenesulfonylchloride (9.7 g, 5.5 mmol) in DMF (3 ml). The mixture was stirred for 30 minutes at room temperature and poured into ice-water, and extracted with ethylacetate. The extract ... Starting materials: O=S(Cl)Cl, OC1c2ccccc2C=Cc2ccccc21, c1ccccc1. The product is ClC1c2ccccc2C=Cc2ccccc21. RXN SMILES: [S:17]([Cl:18])([Cl:19])=[O:20].[cH:1]1[cH:2][cH:3][cH:4][c:5]2[c:11]1[CH:10]=[CH:9][c:8]1[c:7]([cH:15][cH:14][cH:13][cH:12]1)[CH:6]2[OH:16].[cH:21]1[cH:22][cH:23][cH:24][cH:25][cH:26]1>>[cH:1]1[cH:2][cH:3][cH:4][c:5]2[c:11]1[CH:10]=[CH:9][c:8]1[c:7]([cH:15][cH:14][cH:13][cH:12]1)[CH:6]2[Cl:19]. The reactants are diazonium salt, [Cl-].C1(=CC=CC=C1)[N+]#N (benzenediazonium chloride), Cl (hydrochloric acid), NC1=CC=CC=C1 (aniline), Cl (hydrochloric acid), [OH-].[Na+] (sodium hydroxide), N(=O)[O-].[Na+] (sodium nitrite), C(#N)C(C(=O)OCC)CC(=O)OCC (diethyl α-cyanosuccinate). The solvent is O (water), N1=CC=CC=C1 (pyridine), O (Water). Run at temperature 2.5 celsius, time 1 hour. Yields the product C(#N)C1=NN(C(=C1)O)C1=CC=CC=C1 (3-cyano-5-hydroxy-1-phenylpyrazole). The yield is 51.3%. RXN SMILES: Cl.NC1C=CC=CC=1.N([O-])=O.[Na+].[Cl-].[C:14]1([N+:20]#[N:21])[CH:19]=[CH:18][CH:17]=[CH:16][CH:15]=1.[C:22]([CH:24]([CH2:30][C:31](OCC)=[O:32])C(OCC)=O)#[N:23].[OH-].[Na+]>N1C=CC=CC=1.O>[C:22]([C:24]1[CH:30]=[C:31]([OH:32])[N:20]([C:14]2[CH:19]=[CH:18][CH:17]=[CH:16][CH:15]=2)[N:21]=1)#[N:23] |f:2.3,4.5,7.8|. Procedure details: Water (120 mL) and 15 mL of 35% hydrochloric acid were added to 5.6 g (0.06 mol) of aniline, and the mixture was dissolved. Subsequently, 24 mL of water having dissolved therein 4.2 g (0.06 mol) of sodium nitrite was added dropwise thereto with stirring under ice cooling to 0 to 5° C., and the resulting solution was stirred for 1 hour to prepare benzenediazonium chloride. An aqueous solution of this diazonium salt was added dropwise to a 120 mL pyridine solution containing 10.2 g (0.06 mol) of d... Starting materials: OC=1C=C(C(=O)OC)C=C(C1)OC(C)C (methyl 3-hydroxy-5-[(1-methylethyl)oxy]benzoate), C([O-])([O-])=O.[K+].[K+] (potassium carbonate), C(C1=CC=CC=C1)Br (benzyl bromide). Solvent: CN(C)C=O (DMF). Conditions: temperature 60 celsius, time 5 hour. The product is CC(C)OC=1C=C(C(=O)OC)C=C(C1)OCC1=CC=CC=C1 (Methyl 3-[(1-methylethyl)oxy]-5-[(phenylmethyl)oxy]benzoate). Yield: 103.6%. Reaction SMILES: [OH:1][C:2]1[CH:3]=[C:4]([CH:9]=[C:10]([O:12][CH:13]([CH3:15])[CH3:14])[CH:11]=1)[C:5]([O:7][CH3:8])=[O:6].C(=O)([O-])[O-].[K+].[K+].[CH2:22](Br)[C:23]1[CH:28]=[CH:27][CH:26]=[CH:25][CH:24]=1>CN(C=O)C>[CH3:14][CH:13]([O:12][C:10]1[CH:9]=[C:4]([CH:3]=[C:2]([O:1][CH2:22][C:23]2[CH:28]=[CH:27][CH:26]=[CH:25][CH:24]=2)[CH:11]=1)[C:5]([O:7][CH3:8])=[O:6])[CH3:15] |f:1.2.3|. Reported procedure: To a solution of methyl 3-hydroxy-5-[(1-methylethyl)oxy]benzoate (25 g) in DMF (250 mL) was added anhydrous potassium carbonate (297 mmol), and benzyl bromide (143 mmol). The mixture was stirred at 60° C. for 5 hours, then cooled to room temperature. The solvent was removed in vacuo and the residue partitioned between ethyl acetate and water. The organics were combined and washed with further water, brine, dried (MgSO4) and concentrated in vacuo to give the desired compound (37 g) which was used... The reactants are ClC=1C=C(C=CC1Cl)C1CCC(C2=CC=CC=C12)=NC (4-(3,4-Dichlorophenyl)-3,4-dihydro-N-methyl-1(2H)-naphthalenimine), O (water). Reagents/catalysts: [Pd].C(=O)([O-])[O-].[Ca+2] (Pd CaCO3). Run in CO (methanol). The product is ClC=1C=C(C=CC1Cl)[C@H]1CC[C@H](C2=CC=CC=C12)NC (cis-(±)-4-(3,4-dichlorophenyl)-1,2,3,4-tetrahydro-N-methyl-naphthalenamine). As a reaction SMILES: [Cl:1][C:2]1[CH:3]=[C:4]([CH:9]2[C:18]3[C:13](=[CH:14][CH:15]=[CH:16][CH:17]=3)[C:12](=[N:19][CH3:20])[CH2:11][CH2:10]2)[CH:5]=[CH:6][C:7]=1[Cl:8].O>[Pd].C([O-])([O-])=O.[Ca+2].CO>[Cl:1][C:2]1[CH:3]=[C:4]([C@@H:9]2[C:18]3[C:13](=[CH:14][CH:15]=[CH:16][CH:17]=3)[C@H:12]([NH:19][CH3:20])[CH2:11][CH2:10]2)[CH:5]=[CH:6][C:7]=1[Cl:8] |f:2.3.4|. Procedure details: The mixture of 4-(3,4-Dichlorophenyl)-3,4-dihydro-N-methyl-1(2H)-naphthalenimine (10 gm), 5% Pd/CaCO3 (grade-21, 0.6 gm), water (2 ml) and methanol (150 ml) is taken in a hydrogenation flask and then subjected to hydrogenation under a hydrogen pressure of 0.5 Kg at 20-35° C. for 3 hours 30 minutes. The catalyst is removed by filtration and the solvent is evaporated completely under vacuum to obtain cis-(±)-4-(3,4-dichlorophenyl)-1,2,3,4-tetrahydro-N-methyl-naphthalenamine. (cis-(±):trans-(±): 99...